This data is from the Open Reaction Database (ORD), a public repository of structured organic reaction records. The task is: describe an organic reaction: reactants, conditions, products, and yield Reactants: O=C(n1ccnc1)n1ccnc1, CCCCCNCCC12CC3CC(CC(C3)C1)C2, CCOC(C)=O, Cl, NCCCc1ccncc1, C1CCOC1. Product: CCCCCN(CCC12CC3CC(CC(C3)C1)C2)C(=O)NCCCc1ccncc1. RXN SMILES: [C:1](=[O:2])([n:3]1[cH:4][cH:5][n:6][cH:7]1)[n:8]1[cH:9][cH:10][n:11][cH:12]1.[C:24]12([CH2:34][CH2:35][NH:36][CH2:37][CH2:38][CH2:39][CH2:40][CH3:41])[CH2:25][CH:26]3[CH2:27][CH:28]([CH2:29][CH:30]([CH2:31]1)[CH2:32]3)[CH2:33]2.[CH3:47][CH2:48][O:49][C:50](=[O:51])[CH3:52].[ClH:23].[NH2:13][CH2:14][CH2:15][CH2:16][c:17]1[cH:18][cH:19][n:20][cH:21][cH:22]1.[O:42]1[CH2:43][CH2:44][CH2:45][CH2:46]1>>[C:1](=[O:2])([NH:13][CH2:14][CH2:15][CH2:16][c:17]1[cH:18][cH:19][n:20][cH:21][cH:22]1)[N:36]([CH2:35][CH2:34][C:24]12[CH2:25][CH:26]3[CH2:27][CH:28]([CH2:29][CH:30]([CH2:31]1)[CH2:32]3)[CH2:33]2)[CH2:37][CH2:38][CH2:39][CH2:40][CH3:41]. Starting materials: ClC1=NC=2N(C(=C1)Cl)N=C(C2CC2=CC=CC1=CC=CC=C21)C (5,7-dichloro-2-methyl-3-(1-naphthalenylmethyl)pyrazolo[1,5-a]pyrimidine), [OH-].[NH4+] (ammonium hydroxide), N1CCOCC1 (morpholine). Solvent: C(C)O (Ethanol), O1CCOCC1 (1,4-Dioxane). Reaction conditions: time 3 day. The product is CC1=NN2C(N=C(C=C2N)N2CCOCC2)=C1CC1=CC=CC2=CC=CC=C12 (2-methyl-5-morpholino-3-(naphthalen-1-ylmethyl)pyrazolo[1,5-a]pyrimidin-7-amine). Reaction SMILES: Cl[C:2]1[CH:7]=[C:6](Cl)[N:5]2[N:9]=[C:10]([CH3:23])[C:11]([CH2:12][C:13]3[C:22]4[C:17](=[CH:18][CH:19]=[CH:20][CH:21]=4)[CH:16]=[CH:15][CH:14]=3)=[C:4]2[N:3]=1.[OH-].[NH4+:25].[NH:26]1[CH2:31][CH2:30][O:29][CH2:28][CH2:27]1>O1CCOCC1.C(O)C>[CH3:23][C:10]1[C:11]([CH2:12][C:13]2[C:22]3[C:17](=[CH:18][CH:19]=[CH:20][CH:21]=3)[CH:16]=[CH:15][CH:14]=2)=[C:4]2[N:3]=[C:2]([N:26]3[CH2:31][CH2:30][O:29][CH2:28][CH2:27]3)[CH:7]=[C:6]([NH2:25])[N:5]2[N:9]=1 |f:1.2|. Procedure details: To the solution of 5,7-dichloro-2-methyl-3-(1-naphthalenylmethyl)pyrazolo[1,5-a]pyrimidine (0.05 g, 0.146 mmol) in 1,4-Dioxane (5 mL) was added ammonium hydroxide (0.508 mL, 3.65 mmol). The reaction was stirred at rt for 3 days. The reaction was concentrated to give the solid. To the mixture of the solid in Ethanol (1 mL) was added morpholine (0.382 mL, 4.38 mmol). The mixture was subjected to MW irradiation at 150° C. for 6 h. The reaction mixture was concentrated. The crude was purified by rev... Reported procedure: Analogously to Example 14, 27 g of 2-nitro-4-trifluoromethylsulphonyl-aniline in 100 ml of acetic acid were chlorinated with 10 g of chlorine. 29 g of 2-nitro-4-trifluoromethylsulphonyl-6-chloro-aniline were obtained, melting point: 138°-139° C. The yield is 95.3%. Solvent: C(C)(=O)O (acetic acid). The product is [N+](=O)([O-])C1=C(N)C(=CC(=C1)S(=O)(=O)C(F)(F)F)Cl (2-nitro-4-trifluoromethylsulphonyl-6-chloro-aniline). Starting materials: [N+](=O)([O-])C1=C(N)C=CC(=C1)S(=O)(=O)C(F)(F)F (2-nitro-4-trifluoromethylsulphonyl-aniline), ClCl (chlorine). As a reaction SMILES: [N+:1]([C:4]1[CH:10]=[C:9]([S:11]([C:14]([F:17])([F:16])[F:15])(=[O:13])=[O:12])[CH:8]=[CH:7][C:5]=1[NH2:6])([O-:3])=[O:2].[Cl:18]Cl>C(O)(=O)C>[N+:1]([C:4]1[CH:10]=[C:9]([S:11]([C:14]([F:17])([F:15])[F:16])(=[O:13])=[O:12])[CH:8]=[C:7]([Cl:18])[C:5]=1[NH2:6])([O-:3])=[O:2].